From a dataset of the Open Reaction Database (ORD), a public repository of structured organic reaction records. describe an organic reaction: reactants, conditions, products, and yield The reactants are COC(CNS(=O)(=O)C1=CC=CC2=C(C=CC=C12)N(C)C)OC (N-(2,2-Dimethoxyethyl)-5-(dimethylamino)naphthalene-1-sulfonamide), Cl (HCl). The solvent is CO (MeOH). Conditions: temperature 25 celsius, time 1 hour. Yields the product O=CCNS(=O)(=O)C1=CC=CC2=C(C=CC=C12)N(C)C (N-(2-Oxoethyl)-5-(dimethylamino)naphthalene-1-sulfonamide). As a reaction SMILES: C[O:2][CH:3](OC)[CH2:4][NH:5][S:6]([C:9]1[C:18]2[C:13](=[C:14]([N:19]([CH3:21])[CH3:20])[CH:15]=[CH:16][CH:17]=2)[CH:12]=[CH:11][CH:10]=1)(=[O:8])=[O:7].Cl>CO>[O:2]=[CH:3][CH2:4][NH:5][S:6]([C:9]1[C:18]2[C:13](=[C:14]([N:19]([CH3:21])[CH3:20])[CH:15]=[CH:16][CH:17]=2)[CH:12]=[CH:11][CH:10]=1)(=[O:8])=[O:7]. Reported procedure: The acetal 11 (287 mg, 850 mop was dissolved in MeOH (1 mL) and coned HCl (0.5 mL) was added to the solution, which was stirred for 1 h at 25° C. The reaction mixture was then evaporated to dryness; the material left was dissolved in CH2Cl2 (10 mL) and the solution was washed with NaHCO3 (2 mL of a saturated aqueous solution). The organic layer was collected and was evaporated under low pressure to give the aldehyde as a light green foam, the total amount of which was used without further purifi... The reactants are BrC=1SC(=CC1C1=C(N=C(S1)NC(C)=O)C)S(=O)(=O)N1CCC(CC1)O (N-{5-[2-Bromo-5-(4-hydroxy-piperidine-1-sulfonyl)-thiophen-3-yl]-4-methyl-thiazol-2-yl}-acetamide), C(CCC)[Li] (n-Butyllithium). The solvent is C1CCOC1 (THF). Conditions: temperature -70 celsius. The product is OC1CCN(CC1)S(=O)(=O)C1=CC(=CS1)C1=C(N=C(S1)NC(C)=O)C (N-(5-{5-[(4-hydroxypiperidin-1-yl)sulfonyl]-3-thienyl}-4-methyl-1,3-thiazol-2-yl)acetamide). Yield: 32.0%. Reaction SMILES: Br[C:2]1[S:3][C:4]([S:17]([N:20]2[CH2:25][CH2:24][CH:23]([OH:26])[CH2:22][CH2:21]2)(=[O:19])=[O:18])=[CH:5][C:6]=1[C:7]1[S:11][C:10]([NH:12][C:13](=[O:15])[CH3:14])=[N:9][C:8]=1[CH3:16].C([Li])CCC>C1COCC1>[OH:26][CH:23]1[CH2:22][CH2:21][N:20]([S:17]([C:4]2[S:3][CH:2]=[C:6]([C:7]3[S:11][C:10]([NH:12][C:13](=[O:15])[CH3:14])=[N:9][C:8]=3[CH3:16])[CH:5]=2)(=[O:19])=[O:18])[CH2:25][CH2:24]1. Reported procedure: To N-{5-[2-Bromo-5-(4-hydroxy-piperidine-1-sulfonyl)-thiophen-3-yl]-4-methyl-thiazol-2-yl}-acetamide obtained in Step I as described above (3500 mg; 6.27 mmol; 1 eq), is dissolved in anhydrous THF (150 ml). The reaction mixture is cooled down to −70° C. and put under nitrogen. n-Butyllithium (18.8 ml; 1.6 M; 37.6 mmol; 6 eq) is added dropwise. The reaction is stirred over weekend and is quenched with water. Solvents are evaporated and the resulting crude product is dissolved in EtOAc, washed wit... Reactants: FC1=CC=C(C=C1)SC1=C(C=CC=C1)C=CCNOC1OCCCC1 (N-[3-[2-(4-fluorophenylthio)phenyl]prop-2-enyl]-O-tetrahydropyranyl hydroxylamine), Cl (HCl). The solvent is CO (methanol). Reaction conditions: time 8 hour. The product is FC1=CC=C(C=C1)SC1=C(C=CC=C1)C=CCNO (N-[3-[2-(4-fluorophenylthio)phenyl]prop-2-enyl]hydroxylamine). As a reaction SMILES: [F:1][C:2]1[CH:7]=[CH:6][C:5]([S:8][C:9]2[CH:14]=[CH:13][CH:12]=[CH:11][C:10]=2[CH:15]=[CH:16][CH2:17][NH:18][O:19]C2CCCCO2)=[CH:4][CH:3]=1.Cl>CO>[F:1][C:2]1[CH:7]=[CH:6][C:5]([S:8][C:9]2[CH:14]=[CH:13][CH:12]=[CH:11][C:10]=2[CH:15]=[CH:16][CH2:17][NH:18][OH:19])=[CH:4][CH:3]=1. Procedure: To N-[3-[2-(4-fluorophenylthio)phenyl]prop-2-enyl]-O-tetrahydropyranyl hydroxylamine (1.76 g; 4.9 mmol) in 25 ml of methanol and cooled in an ice bath was added 2.5 ml of concentrated HCl dropwise. The reaction mixture was stirred at room temperature overnight and then concentrated to dryness. The mixture was partitioned between diethyl ether and saturated NaHCO3 and the aqueous layer extracted one more time with diethyl ether. The organics were combined, washed with water and brine and dried ov... Starting materials: C1(=CC=CC=C1)P(C1=CC=CC=C1)C1=CC=CC=C1 (triphenylphosphane), BrC=1C=CC(=NC1)NC(CCC(=O)OC)=O (methyl 4-[(5-bromo-2-pyridyl)amino]-4-oxo-butanoate), C(CCC)[Sn](C=C)(CCCC)CCCC (tributyl(vinyl)stannane). The reagents and catalysts are [Pd] (palladium), C1(=CC=CC=C1)P(C1=CC=CC=C1)C1=CC=CC=C1.[Pd] (palladium triphenylphosphane). Run in C1(=CC=CC=C1)C (toluene). Yields the product O=C(CCC(=O)OC)NC1=NC=C(C=C1)C=C (methyl 4-oxo-4-[(5-vinyl-2-pyridyl)amino]butanoate). The yield is 15.0%. Reaction SMILES: Br[C:2]1[CH:3]=[CH:4][C:5]([NH:8][C:9](=[O:16])[CH2:10][CH2:11][C:12]([O:14][CH3:15])=[O:13])=[N:6][CH:7]=1.[C:17]1(P(C2C=CC=CC=2)C2C=CC=CC=2)C=CC=C[CH:18]=1.C([Sn](CCCC)(CCCC)C=C)CCC>C1(C)C=CC=CC=1.[Pd].C1(P(C2C=CC=CC=2)C2C=CC=CC=2)C=CC=CC=1.[Pd]>[O:16]=[C:9]([NH:8][C:5]1[CH:4]=[CH:3][C:2]([CH:17]=[CH2:18])=[CH:7][N:6]=1)[CH2:10][CH2:11][C:12]([O:14][CH3:15])=[O:13] |f:5.6|. Procedure: To a solution of methyl 4-[(5-bromo-2-pyridyl)amino]-4-oxo-butanoate (commercially available: 0.25 g, 0.871 mmol) in toluene (10 mL) was added palladium; triphenylphosphane (0.101 g, 0.0871 mmol) and tributyl(vinyl)stannane (0.33 g, 0.30 mL, 1.04 mmol). The reaction mixture was refluxed overnight. Then, 0.05 eq of palladium triphenylphosphane and 0.6 eq of tritutylvinylstannane were added. Volatiles were removed under vacuum and residue taken up in acetonitrile. The acetonitrile phase was washed... The reactants are NC1=NC=C(C(N1)N1N=CC2=CC=C(C=C12)C#N)[N+](=O)[O-] (1-(2-amino-5-nitro-3,4-dihydropyrimidin-4-yl)-1H-indazole-6-carbonitrile), [Sn](Cl)Cl (tin (II) chloride). Solvent: C(C)O (ethanol). Run at temperature 60 celsius, time 3 hour. Yields the product NC1=NC=C(C(=N1)N1N=CC2=CC=C(C=C12)C#N)N (1-(2,5-diaminopyrimidin-4-yl)-1H-indazole-6-carbonitrile). Isolated yield 11.0%. Reaction SMILES: [NH2:1][C:2]1[NH:7][CH:6]([N:8]2[C:16]3[C:11](=[CH:12][CH:13]=[C:14]([C:17]#[N:18])[CH:15]=3)[CH:10]=[N:9]2)[C:5]([N+:19]([O-])=O)=[CH:4][N:3]=1.[Sn](Cl)Cl>C(O)C>[NH2:1][C:2]1[N:7]=[C:6]([N:8]2[C:16]3[C:11](=[CH:12][CH:13]=[C:14]([C:17]#[N:18])[CH:15]=3)[CH:10]=[N:9]2)[C:5]([NH2:19])=[CH:4][N:3]=1. Procedure details: A mixture of 1-(2-amino-5-nitro-3,4-dihydropyrimidin-4-yl)-1H-indazole-6-carbonitrile (40% purity, 400 mg, 0.64 mmol) and tin (II) chloride (577 mg, 2.56 mmol) in ethanol (15 mL) was heated at 60° C. for 2 hr then at 70° C. for 3 hr. LC-MS (Method B) showed 11% desired product and 74% degradation. The reaction mixture was concentrated in vacuo. The residue was vigorously stirred with a mixture of saturated aqueous Rochelle salt (potassium sodium tartrate (20 mL), saturated aqueous NaHCO3 (20 mL)... Starting materials: CC1=NC2=CC=CC=C2C(N1N1C=C(N2C(=CC=3CCC=C(C23)C1=O)[N+](=O)[O-])C1=CC=CC=C1)=O (3-(2-Methyl-4-oxo-4H-quinazolin-3-yl)-9-nitro-1-phenyl-6,7-dihydro-3H-[1,4]diazepino-[6,7,1-hi]indol-4-one), [OH-].[Na+] (sodium hydroxide), TiCl3. Reagents/catalysts: [Cl-].[Cl-].[Cl-].[Ti+3] (titanium trichloride). The solvent is C(C)(=O)O (acetic acid). Reaction conditions: time 30 minute. Yields the product NC=1N2C=3C(=CCCC3C1)C(N(C=C2C2=CC=CC=C2)N2C(=NC1=CC=CC=C1C2=O)C)=O (9-Amino-3-(2-methyl-4-oxo-4H-quinazolin-3-yl)-1-phenyl-6,7-dihydro-3H-[1,4]diazepino[6,7,1-hi]indol-4-one). RXN SMILES: [CH3:1][C:2]1[N:11]([N:12]2[C:24](=[O:25])[C:22]3[C:23]4[N:15]([C:16]([N+:26]([O-])=O)=[CH:17][C:18]=4[CH2:19][CH2:20][CH:21]=3)[C:14]([C:29]3[CH:34]=[CH:33][CH:32]=[CH:31][CH:30]=3)=[CH:13]2)[C:10](=[O:35])[C:9]2[C:4](=[CH:5][CH:6]=[CH:7][CH:8]=2)[N:3]=1.[OH-].[Na+]>[Cl-].[Cl-].[Cl-].[Ti+3].C(O)(=O)C>[NH2:26][C:16]1[N:15]2[C:14]([C:29]3[CH:34]=[CH:33][CH:32]=[CH:31][CH:30]=3)=[CH:13][N:12]([N:11]3[C:10](=[O:35])[C:9]4[C:4](=[CH:5][CH:6]=[CH:7][CH:8]=4)[N:3]=[C:2]3[CH3:1])[C:24](=[O:25])[C:22]3=[CH:21][CH2:20][CH2:19][C:18]([CH:17]=1)=[C:23]23 |f:1.2,3.4.5.6|. Procedure details: An alternative process consists in using titanium trichloride as reducing agent. Thus, in a reactor under nitrogen, protected from moisture and equipped with a magnetic stirrer, 5.0 g (10.7 minol) of the product of Example 20 are introduced into 42.8 ml of acetic acid. 64 mmol of TiCl3 (in 30% solution in 2N HCl) are added dropwise and the mixture is kept stirring for 30 min. It is then alcalinized with sodium hydroxide to a pH of 9, the medium being cooled by adding ice. Reactants: N(C1=CC=CC=C1)C1=NC=C2C(=N1)N(C(N(C2)C2=C(C=CC(=C2)Cl)Cl)=O)C2=CC(=CC=C2)CCN2C(C=1C(C2=O)=CC=CC1)=O (7-anilino-3-(2,5-dichlorophenyl)-3,4-dihydro-1-[3-(2-phthalimidoethyl)phenyl]pyrimido[4,5-d]pyrimidin-2(1H)-one), O.NN (hydrazine hydrate). The solvent is CO (methanol). Yields the product NCCC=1C=C(C=CC1)N1C(N(CC=2C1=NC(=NC2)NC2=CC=CC=C2)C2=C(C=CC(=C2)Cl)Cl)=O (1-[3-(2-aminoethyl)phenyl]-7-anilino-3-(2,5-dichlorophenyl)-3,4-dihydropyrimido[4,5-d]pyrimidin-2(1H)-one). Isolated yield 52.3%. RXN SMILES: [NH:1]([C:8]1[N:13]=[C:12]2[N:14]([C:27]3[CH:32]=[CH:31][CH:30]=[C:29]([CH2:33][CH2:34][N:35]4C(=O)C5=CC=CC=C5C4=O)[CH:28]=3)[C:15](=[O:26])[N:16]([C:18]3[CH:23]=[C:22]([Cl:24])[CH:21]=[CH:20][C:19]=3[Cl:25])[CH2:17][C:11]2=[CH:10][N:9]=1)[C:2]1[CH:7]=[CH:6][CH:5]=[CH:4][CH:3]=1.O.NN>CO>[NH2:35][CH2:34][CH2:33][C:29]1[CH:28]=[C:27]([N:14]2[C:12]3=[N:13][C:8]([NH:1][C:2]4[CH:3]=[CH:4][CH:5]=[CH:6][CH:7]=4)=[N:9][CH:10]=[C:11]3[CH2:17][N:16]([C:18]3[CH:23]=[C:22]([Cl:24])[CH:21]=[CH:20][C:19]=3[Cl:25])[C:15]2=[O:26])[CH:32]=[CH:31][CH:30]=1 |f:1.2|. Procedure: A solution of 90 mg (0.14 mmol) of 7-anilino-3-(2,5-dichlorophenyl)-3,4-dihydro-1-[3-(2-phthalimidoethyl)phenyl]pyrimido[4,5-d]pyrimidin-2(1H)-one and 0.07 ml of hydrazine hydrate in 15 ml of methanol was stirred at room temperature under an atmosphere of nitrogen for 18 hours. The reaction was evaporated and the residue purified by flash column chromatography on silica gel, eluting with dichloromethane/methanol/acetic acid/water (240:24:3:2). Product containing fractions were combined and evapo...